This data is from the Open Reaction Database (ORD), a public repository of structured organic reaction records. The task is: describe an organic reaction: reactants, conditions, products, and yield The reactants are C1(=CC=CC=C1)O[C@H]1[C@H]([C@](OC)(O[C@H]([C@@H]1O)C=S)C=O)O (methyl 6-deoxy-3-O-phenylthiono-formyl-α-L-mannopyranoside), 2,4-O-dibenzoate, CC(C)(C#N)N=NC(C)(C)C#N (AIBN), [SnH](CCCC)(CCCC)CCCC (n-Bu3SnH). Run in C1(=CC=CC=C1)C (toluene). Run at time 20 minute. Product: O([C@H]1[C@H](O)C[C@@H](O)[C@@H](O1)C)C (methyl 3,6-dideoxy-α-L-mannopyranoside), 2,4-O-dibenzoate. The yield is 70.0%. RXN SMILES: C1(O[C@@H:8]2[C@@H:15]([OH:16])[C@H:14]([CH:17]=S)[O:13][C@@:10](C=O)([O:11][CH3:12])[C@@H:9]2[OH:21])C=CC=CC=1.CC(N=NC(C#N)(C)C)(C#N)C.[SnH](CCCC)(CCCC)CCCC>C1(C)C=CC=CC=1>[O:11]([CH3:12])[C@@H:10]1[O:13][C@@H:14]([CH3:17])[C@H:15]([OH:16])[CH2:8][C@H:9]1[OH:21]. Procedure: To a solution of methyl 6-deoxy-3-O-phenylthiono-formyl-α-L-mannopyranoside, 2,4-O-dibenzoate (3.5 g, 6.7 mmol) in toluene (120 mL) is added AIBN (55 mg, 0.34 mmol) and n-Bu3SnH (2.6 mL, 13.4 mmol). The solution is deoxygenated by passing through N2 gas for 20 min. The reaction flask is placed in an oil bath (120° C.). After 1.5 h TLC indicates that the reaction is complete. Evaporation of the solvent yields a residue. Purification by chromatography (eluting with hexane/ethyl acetate in gradient... Reactants: O=Cc1cccc(C(F)(F)F)c1, NNC(=O)c1ccc(O)c(O)c1. The product is O=C(NN=Cc1cccc(C(F)(F)F)c1)c1ccc(O)c(O)c1. As a reaction SMILES: [F:13][C:14]([c:15]1[cH:16][c:17]([CH:18]=[O:19])[cH:20][cH:21][cH:22]1)([F:23])[F:24].[OH:1][c:2]1[cH:3][c:4]([C:5](=[O:6])[NH:7][NH2:8])[cH:9][cH:10][c:11]1[OH:12]>>[OH:1][c:2]1[cH:3][c:4]([C:5](=[O:6])[NH:7][N:8]=[CH:18][c:17]2[cH:16][c:15]([C:14]([F:13])([F:23])[F:24])[cH:22][cH:21][cH:20]2)[cH:9][cH:10][c:11]1[OH:12].